This data is from the Open Reaction Database (ORD), a public repository of structured organic reaction records. The task is: describe an organic reaction: reactants, conditions, products, and yield Starting materials: 37b, OC1CN(CCC1)C1=CC=C(C=C1)C=1CCC(NN1)=O (4,5-Dihydro-6-[4-(3-hydroxy-1-piperdinyl)phenyl)-3(2H)-pyridazinone), OC1CCN(CC1)C1=CC=C(C=C1)C=1CCC(NN1)=O (4,5-dihydro-6-[4-(4-hydroxy-1-piperidinyl)phenyl]-3(2H)-pyridazinone), 37c. Yields the product O1CCOC12CCN(CC2)C2=CC=C(C=C2)C=2CCC(NN2)=O (4,5-Dihydro-6-[4-[1,4-dioxa-8-azaspiro[4,5]dec-8-yl]phenyl]-3(2H)-pyridazinone). Reaction SMILES: [OH:1][CH:2]1[CH2:7][CH2:6][N:5]([C:8]2[CH:13]=[CH:12][C:11]([C:14]3[CH2:15][CH2:16][C:17](=[O:20])[NH:18][N:19]=3)=[CH:10][CH:9]=2)[CH2:4][CH2:3]1.[OH:21][CH:22]1CCCN(C2C=CC(C3CCC(=O)NN=3)=CC=2)[CH2:23]1>>[O:21]1[C:2]2([CH2:7][CH2:6][N:5]([C:8]3[CH:13]=[CH:12][C:11]([C:14]4[CH2:15][CH2:16][C:17](=[O:20])[NH:18][N:19]=4)=[CH:10][CH:9]=3)[CH2:4][CH2:3]2)[O:1][CH2:23][CH2:22]1. Reported procedure: Following the procedure described in Example 38 but using a molar equivalent quantity of the appropriate 3- and 4-hydroxypiperidine in place of 1,4-dioxa-8-azaspiro[4,5]decane one obtains the suitably substituted γ-oxobenzenebutanoic acids which upon cyclization with hydrazine gives the following compounds: 37b. 4,5-dihydro-6-[4-(4-hydroxy-1-piperidinyl)phenyl]-3(2H)-pyridazinone, mp 262°-263° C. 37c. 4,5-Dihydro-6-[4-(3-hydroxy-1-piperdinyl)phenyl)-3(2H)-pyridazinone, mp 211°-212° C. Starting materials: CO, CCOC(=O)c1nccc2cc(-c3ccc(OCc4c(-c5c(Cl)cccc5Cl)noc4C(C)C)cc3)ccc12, Cl, [Na+], C1CCOC1, [OH-], O. Yields the product CC(C)c1onc(-c2c(Cl)cccc2Cl)c1COc1ccc(-c2ccc3c(C(=O)O)nccc3c2)cc1. RXN SMILES: [CH3:49][OH:50].[Cl:3][c:4]1[c:5](-[c:11]2[n:12][o:13][c:14]([CH:39]([CH3:40])[CH3:41])[c:15]2[CH2:16][O:17][c:18]2[cH:19][cH:20][c:21](-[c:24]3[cH:25][c:26]4[cH:27][cH:28][n:29][c:30]([C:34](=[O:35])[O:36][CH2:37][CH3:38])[c:31]4[cH:32][cH:33]3)[cH:22][cH:23]2)[c:6]([Cl:10])[cH:7][cH:8][cH:9]1.[ClH:42].[Na+:2].[O:44]1[CH2:45][CH2:46][CH2:47][CH2:48]1.[OH-:1].[OH2:43]>>[Cl:3][c:4]1[c:5](-[c:11]2[n:12][o:13][c:14]([CH:39]([CH3:40])[CH3:41])[c:15]2[CH2:16][O:17][c:18]2[cH:19][cH:20][c:21](-[c:24]3[cH:25][c:26]4[cH:27][cH:28][n:29][c:30]([C:34](=[O:35])[OH:36])[c:31]4[cH:32][cH:33]3)[cH:22][cH:23]2)[c:6]([Cl:10])[cH:7][cH:8][cH:9]1. Starting materials: COc1ccc2c(c1)C(=CCNC(C)=O)CCC2, C, CCO, [Pd]. Yields the product COc1ccc2c(c1)C(CCNC(C)=O)CCC2. Reaction SMILES: [C:1]([CH3:2])(=[O:3])[NH:4][CH2:5][CH:6]=[C:7]1[CH2:8][CH2:9][CH2:10][c:11]2[cH:12][cH:13][c:14]([O:17][CH3:18])[cH:15][c:16]21.[C:22].[CH3:19][CH2:20][OH:21].[Pd:23]>>[C:1]([CH3:2])(=[O:3])[NH:4][CH2:5][CH2:6][CH:7]1[CH2:8][CH2:9][CH2:10][c:11]2[cH:12][cH:13][c:14]([O:17][CH3:18])[cH:15][c:16]21.